From a dataset of the Open Reaction Database (ORD), a public repository of structured organic reaction records. describe an organic reaction: reactants, conditions, products, and yield The reactants are CC(C)(C)OC(=O)CNS(=O)(=O)c1ccc(-c2ccc(NC(=O)c3cc4ccccc4o3)cc2)cc1, ClCCl, O=C(O)C(F)(F)F. Product: O=C(O)CNS(=O)(=O)c1ccc(-c2ccc(NC(=O)c3cc4ccccc4o3)cc2)cc1. RXN SMILES: [C:1]([CH3:2])([CH3:3])([CH3:4])[O:5][C:6]([CH2:7][NH:8][S:9](=[O:10])(=[O:11])[c:12]1[cH:13][cH:14][c:15](-[c:18]2[cH:19][cH:20][c:21]([NH:24][C:25](=[O:26])[c:27]3[o:28][c:29]4[c:30]([cH:31]3)[cH:32][cH:33][cH:34][cH:35]4)[cH:22][cH:23]2)[cH:16][cH:17]1)=[O:36].[CH2:44]([Cl:45])[Cl:46].[F:37][C:38]([F:39])([F:40])[C:41]([OH:42])=[O:43]>>[O:5]=[C:6]([CH2:7][NH:8][S:9](=[O:10])(=[O:11])[c:12]1[cH:13][cH:14][c:15](-[c:18]2[cH:19][cH:20][c:21]([NH:24][C:25](=[O:26])[c:27]3[o:28][c:29]4[c:30]([cH:31]3)[cH:32][cH:33][cH:34][cH:35]4)[cH:22][cH:23]2)[cH:16][cH:17]1)[OH:36].